Dataset: the Open Reaction Database (ORD), a public repository of structured organic reaction records. Task: describe an organic reaction: reactants, conditions, products, and yield The reactants are CCN(Cc1ccc(OCCN2CCCCC2)c(F)c1)c1cc(O)ccc1Br, CC(=O)Oc1ccc(Br)c(N(Cc2ccc(OCCN3CCCCC3)c(F)c2)C(C)=O)c1, O=C([O-])O, CC(=O)OC(C)=O, [Na+], c1ccncc1. Yields the product CCN(Cc1ccc(OCCN2CCCCC2)c(F)c1)c1cc(OC(C)=O)ccc1Br. As a reaction SMILES: [Br:1][c:2]1[cH:3][cH:4][c:5]([OH:6])[cH:7][c:8]1[N:9]([CH2:10][CH3:11])[CH2:12][c:13]1[cH:14][cH:15][c:16]([O:17][CH2:18][CH2:19][N:20]2[CH2:21][CH2:22][CH2:23][CH2:24][CH2:25]2)[c:26]([F:27])[cH:28]1.[C:29]([CH3:30])(=[O:31])[N:32]([c:33]1[cH:34][c:35]([O:40][C:41]([CH3:42])=[O:43])[cH:36][cH:37][c:38]1[Br:39])[CH2:44][c:45]1[cH:46][c:47]([F:60])[c:48]([O:51][CH2:52][CH2:53][N:54]2[CH2:55][CH2:56][CH2:57][CH2:58][CH2:59]2)[cH:49][cH:50]1.[C:68](=[O:69])([OH:70])[O-:71].[CH3:61][C:62]([O:63][C:64](=[O:65])[CH3:66])=[O:67].[Na+:72].[cH:73]1[cH:74][cH:75][n:76][cH:77][cH:78]1>>[CH2:29]([CH3:30])[N:32]([c:33]1[cH:34][c:35]([O:40][C:41]([CH3:42])=[O:43])[cH:36][cH:37][c:38]1[Br:39])[CH2:44][c:45]1[cH:46][c:47]([F:60])[c:48]([O:51][CH2:52][CH2:53][N:54]2[CH2:55][CH2:56][CH2:57][CH2:58][CH2:59]2)[cH:49][cH:50]1. Solvent: C1CCOC1 (THF), CO (MeOH). Reported procedure: To a 100-mL round-bottomed flask was added 3-((2-methoxy-4-pyridinyl)methyl)-2,5-piperazinedione (398 mg, 1.69 mmol) and borane methyl sulfide complex (0.64 mL, 6.77 mmol, Aldrich, St. Louis, Mo.) in THF (10 mL). The reaction mixture was stirred at 70° C. for 2 h and allowed to cool to room temperature. The reaction mixture was diluted with MeOH (1 mL), followed by 1N NaOH (12 mL), and extracted with DCM (2×50 mL). The organic extract was washed with saturated NaCl (10 mL) and dried over Na2SO4.... Reaction SMILES: [CH3:1][O:2][C:3]1[CH:8]=[C:7]([CH2:9][CH:10]2[NH:15][C:14](=O)[CH2:13][NH:12][C:11]2=O)[CH:6]=[CH:5][N:4]=1.[OH-].[Na+]>C1COCC1.CO>[CH3:1][O:2][C:3]1[CH:8]=[C:7]([CH2:9][CH:10]2[CH2:11][NH:12][CH2:13][CH2:14][NH:15]2)[CH:6]=[CH:5][N:4]=1 |f:1.2|. Conditions: temperature 70 celsius, time 2 hour. The reactants are COC1=NC=CC(=C1)CC1C(NCC(N1)=O)=O (3-((2-methoxy-4-pyridinyl)methyl)-2,5-piperazinedione), [OH-].[Na+] (NaOH). The product is COC1=NC=CC(=C1)CC1NCCNC1 (2-((2-methoxy-4-pyridinyl)methyl)piperazine). Starting materials: CCOC(=O)CCCCOc1cccc(O)c1C=O, Cl, [Na+], [OH-]. RXN SMILES: [CH:1](=[O:2])[c:3]1[c:4]([O:5][CH2:6][CH2:7][CH2:8][CH2:9][C:10](=[O:11])[O:12][CH2:13][CH3:14])[cH:15][cH:16][cH:17][c:18]1[OH:19].[ClH:20].[Na+:22].[OH-:21]>>[CH:1](=[O:2])[c:3]1[c:4]([O:5][CH2:6][CH2:7][CH2:8][CH2:9][C:10](=[O:11])[OH:12])[cH:15][cH:16][cH:17][c:18]1[OH:19]. Yields the product O=Cc1c(O)cccc1OCCCCC(=O)O. The reactants are C(C)(C)(C)OC(=O)NCCCCCNC(=O)[C@H]1C[C@@H](SC1)CS ((2R,4R)-N-(5-tert-butoxycarbonylaminopentyl)-2-mercaptomethyl-4-tetrahydrothiophenecarboxamide), Cl (hydrogen chloride). Solvent: C(C)(=O)OCC (ethyl acetate). Conditions: time 2 hour. The product is Cl.NCCCCCNC(=O)[C@H]1C[C@@H](SC1)CS ((2R,4R)-N-(5-aminopentyl)-2-mercaptomethyl-4-tetrahydrothiophenecarboxamide hydrochloride). Isolated yield 39.0%. Reaction SMILES: C(OC([NH:8][CH2:9][CH2:10][CH2:11][CH2:12][CH2:13][NH:14][C:15]([C@@H:17]1[CH2:21][S:20][C@@H:19]([CH2:22][SH:23])[CH2:18]1)=[O:16])=O)(C)(C)C.[ClH:24]>C(OCC)(=O)C>[ClH:24].[NH2:8][CH2:9][CH2:10][CH2:11][CH2:12][CH2:13][NH:14][C:15]([C@@H:17]1[CH2:21][S:20][C@@H:19]([CH2:22][SH:23])[CH2:18]1)=[O:16] |f:3.4|. Procedure: (2R,4R)-N-(5-tert-butoxycarbonylaminopentyl)-2-mercaptomethyl-4-tetrahydrothiophenecarboxamide (compound No. 20-4, 35 mg) was added to 2.3N ethyl acetate solution of hydrogen chloride (3 ml) and the mixture was stirred for 2 hours at room temperature. The mixture was concentrated in vacuo and the oily residue was purified by a silica gel column chromatography to give 11.3 mg (39%) of the titled compound (compound No. 21-1). The reactants are CNS(=O)(=O)c1cc(C(C)(C)C)cc(CNC(C)=O)c1O, CCO, Cl. Product: Cl, CNS(=O)(=O)c1cc(C(C)(C)C)cc(CN)c1O. RXN SMILES: [C:1](=[O:2])([CH3:3])[NH:4][CH2:5][c:6]1[cH:7][c:8]([C:18]([CH3:19])([CH3:20])[CH3:21])[cH:9][c:10]([S:13]([NH:14][CH3:15])(=[O:16])=[O:17])[c:11]1[OH:12].[CH3:23][CH2:24][OH:25].[ClH:22]>>[ClH:22].[NH2:4][CH2:5][c:6]1[cH:7][c:8]([C:18]([CH3:19])([CH3:20])[CH3:21])[cH:9][c:10]([S:13]([NH:14][CH3:15])(=[O:16])=[O:17])[c:11]1[OH:12]. Reactants: ClC1=NC=C(C(=N1)NC)C(F)(F)F (2-chloro-N-methyl-5-(trifluoromethyl)pyrimidin-4-amine), NC1=C(C=C(C#N)C=C1)Cl (4-amino-3-chlorobenzonitrile), C([O-])([O-])=O.[Cs+].[Cs+] (cesium carbonate). Reagents/catalysts: C=1C=CC(=CC1)/C=C/C(=O)/C=C/C2=CC=CC=C2.C=1C=CC(=CC1)/C=C/C(=O)/C=C/C2=CC=CC=C2.C=1C=CC(=CC1)/C=C/C(=O)/C=C/C2=CC=CC=C2.[Pd].[Pd] (Pd2(dba)3), CC1(C2=C(C(=CC=C2)P(C3=CC=CC=C3)C4=CC=CC=C4)OC5=C(C=CC=C51)P(C6=CC=CC=C6)C7=CC=CC=C7)C (XantPhos). The solvent is O1CCOCC1 (dioxane). Reaction conditions: temperature 100 celsius, time 1 minute. Product: ClC=1C=C(C#N)C=CC1NC1=NC=C(C(=N1)NC)C(F)(F)F (3-chloro-4-(4-(methylamino)-5-(trifluoromethyl)pyrimidin-2-ylamino)benzonitrile). Isolated yield 42.7%. Reaction SMILES: Cl[C:2]1[N:7]=[C:6]([NH:8][CH3:9])[C:5]([C:10]([F:13])([F:12])[F:11])=[CH:4][N:3]=1.[NH2:14][C:15]1[CH:22]=[CH:21][C:18]([C:19]#[N:20])=[CH:17][C:16]=1[Cl:23].C(=O)([O-])[O-].[Cs+].[Cs+]>O1CCOCC1.C1C=CC(/C=C/C(/C=C/C2C=CC=CC=2)=O)=CC=1.C1C=CC(/C=C/C(/C=C/C2C=CC=CC=2)=O)=CC=1.C1C=CC(/C=C/C(/C=C/C2C=CC=CC=2)=O)=CC=1.[Pd].[Pd].CC1(C)C2C(=C(P(C3C=CC=CC=3)C3C=CC=CC=3)C=CC=2)OC2C(P(C3C=CC=CC=3)C3C=CC=CC=3)=CC=CC1=2>[Cl:23][C:16]1[CH:17]=[C:18]([CH:21]=[CH:22][C:15]=1[NH:14][C:2]1[N:7]=[C:6]([NH:8][CH3:9])[C:5]([C:10]([F:13])([F:12])[F:11])=[CH:4][N:3]=1)[C:19]#[N:20] |f:2.3.4,6.7.8.9.10|. Procedure: A mixture of 2-chloro-N-methyl-5-(trifluoromethyl)pyrimidin-4-amine (211 mg, 1 mmol), 4-amino-3-chlorobenzonitrile (305 mg, 2 mmol), cesium carbonate (0.65 g, 2 mmol), XantPhos (17 mg, 0.03 mmol) and Pd2(dba)3 (5 mg, 0.02 mmol) in dioxane (3 mL) was sonnicated in an ultrasonic bath for 1 min. The mixture was then degassed under a stream of nitrogen for 5 min. The tube was sealed and the reaction was heated at 100° C. for 18 h. The reaction mixture was cooled and diluted with ethyl acetate (15 mL...